From a dataset of the Open Reaction Database (ORD), a public repository of structured organic reaction records. describe an organic reaction: reactants, conditions, products, and yield Reactants: ClC1=C2C(C(C(NC2=CC(=C1)Cl)=O)(C)C1=CC(=C(C=C1)OC)[N+](=O)[O-])=O (5,7-dichloro-3-(4-methoxy-3-nitro-phenyl)-3-methyl-1H-quinoline-2,4-dione), B(Br)(Br)Br (BBr3), ClCCl (dichloromethane). Reported procedure: The objective compound was prepared by the same procedure for the example 13, using a 5,7-dichloro-3-(4-methoxy-3-nitro-phenyl)-3-methyl-1H-quinoline-2,4-dione (0.12 g, 0.30 mmol) and BBr3 (0.90 mL, 1.0 M dichloromethane solution). After normal workup, the objective compound (50 mg, 48%) was obtained as pale yellow solid by a flash column chromatography (dichloromethane:methanol=30:1): 1H NMR (200 MHz, DMSO-d6) δ 1.58 (s, 3H, CH3), 7.05-7.09 (m, 2H, ArH), 7.14-7.31 (m, 2H, ArH), 7.61 (d, J=2.4 H... The yield is 43.7%. As a reaction SMILES: [Cl:1][C:2]1[CH:11]=[C:10]([Cl:12])[CH:9]=[C:8]2[C:3]=1[C:4](=[O:26])[C:5]([C:15]1[CH:20]=[CH:19][C:18]([O:21]C)=[C:17]([N+:23]([O-:25])=[O:24])[CH:16]=1)([CH3:14])[C:6](=[O:13])[NH:7]2.B(Br)(Br)Br.ClCCl>CO>[Cl:1][C:2]1[CH:11]=[C:10]([Cl:12])[CH:9]=[C:8]2[C:3]=1[C:4](=[O:26])[C:5]([C:15]1[CH:20]=[CH:19][C:18]([OH:21])=[C:17]([N+:23]([O-:25])=[O:24])[CH:16]=1)([CH3:14])[C:6](=[O:13])[NH:7]2. The solvent is CO (methanol). The product is ClC1=C2C(C(C(NC2=CC(=C1)Cl)=O)(C)C1=CC(=C(C=C1)O)[N+](=O)[O-])=O (5,7-dichloro-3-(4-hydroxy-3-nitro-phenyl)-3-methyl-1H-quinoline-2,4-dione). Run at temperature 0 celsius. Solvent: CN(C)C=O (DMF). Product: COCCOC=1C=CC(=C(C1)N)[N+](=O)[O-] (5-(2-Methoxy-ethoxy)-2-nitro-phenylamine). RXN SMILES: [NH2:1][C:2]1[CH:7]=[CH:6][C:5](O)=[CH:4][C:3]=1[N+:9]([O-:11])=[O:10].[I-].[Na+].[CH3:14][O:15][CH2:16][CH2:17]Br.[OH2:19]>CN(C=O)C>[CH3:14][O:15][CH2:16][CH2:17][O:19][C:6]1[CH:5]=[CH:4][C:3]([N+:9]([O-:11])=[O:10])=[C:2]([NH2:1])[CH:7]=1 |f:1.2|. Reported procedure: 4-Amino-3-nitrophenol (58.53 g, 379.7 mMol) was dissolved in 600 mL of anhydrous DMF under an atmosphere of dry N2 and the solution was mechanically stirred. The reaction mixture was then cooled to 0° C. and to this mixture was added CS2CO3 (177.4 g, 455.7 mMol), sodium iodide (5.7 g, 37.9 mMol) and 2-bromoethyl methyl ether (39.3 mL, 417.7 mMol). After stirring for 15 minutes, the reaction mixture was then warmed up to ambient temperature and then stirred overnight. The reaction mixture is then... Starting materials: CS2CO3, [I-].[Na+] (sodium iodide), COCCBr (2-bromoethyl methyl ether), O (water), NC1=C(C=C(C=C1)O)[N+](=O)[O-] (4-Amino-3-nitrophenol).